describe an organic reaction: reactants, conditions, products, and yield From a dataset of the Open Reaction Database (ORD), a public repository of structured organic reaction records. Reactants: OC1=CC2=C(C=C1O)C1=C(CN(CC1)CCN1CCCCC1)C(O2)=O (1,2,3,4-tetrahydro-8,9-dihydroxy-3-(2-piperidinoethyl)-5H-[1]benzopyrano[3,4-c]pyridin-5-one), C(C)OS(=O)(=O)OCC (diethylsulfate), C(=O)([O-])[O-].[K+].[K+] (K2CO3), CC(=O)C (acetone). Yields the product C(C)OC1=CC2=C(C=C1OCC)C1=C(CN(CC1)CCN1CCCCC1)C(O2)=O (8,9-Diethoxy-1,2,3,4-tetrahydro-3-(2-piperidinoethyl)-5H-[1]benzopyrano[3,4-c]pyridin-5-one). Reaction SMILES: [OH:1][C:2]1[C:7]([OH:8])=[CH:6][C:5]2[C:9]3[CH2:14][CH2:13][N:12]([CH2:15][CH2:16][N:17]4[CH2:22][CH2:21][CH2:20][CH2:19][CH2:18]4)[CH2:11][C:10]=3[C:23](=[O:25])[O:24][C:4]=2[CH:3]=1.[CH2:26](OS(OCC)(=O)=O)[CH3:27].C([O-])([O-])=O.[K+].[K+].[CH3:41][C:42](C)=O>>[CH2:26]([O:1][C:2]1[C:7]([O:8][CH2:41][CH3:42])=[CH:6][C:5]2[C:9]3[CH2:14][CH2:13][N:12]([CH2:15][CH2:16][N:17]4[CH2:18][CH2:19][CH2:20][CH2:21][CH2:22]4)[CH2:11][C:10]=3[C:23](=[O:25])[O:24][C:4]=2[CH:3]=1)[CH3:27] |f:2.3.4|. Procedure details: A mixture of 0.01 m of 1,2,3,4-tetrahydro-8,9-dihydroxy-3-(2-piperidinoethyl)-5H-[1]benzopyrano[3,4-c]pyridin-5-one, 0.022 m of diethylsulfate and 0.1 m K2CO3 in 250 cc of acetone was refluxed for 20 hr and filtered hot. After evaporation, the residue was crystallized twice from EtOAc affording 0.6 g of product; mp 144°-146° C. Reactants: O1CCOC12CCC(CC2)C2=CC=C(CNC(=O)C=1C(=NC3=NC=CC=C3C1)C)C=C2 (N-(4-(1,4-Dioxaspiro[4.5]decan-8-yl)benzyl)-2-methyl-1,8-naphthyridine-3-carboxamide), Cl (HCl). Run in C1CCOC1 (THF), C(=O)(O)[O-].[Na+] (NaHCO3). Run at time 18 hour. Product: CC1=NC2=NC=CC=C2C=C1C(=O)NCC1=CC=C(C=C1)C1CCC(CC1)=O (2-Methyl-N-(4-(4-oxocyclohexyl)benzyl)-1,8-naphthyridine-3-carboxamide). Yield: 77.8%. Reaction SMILES: O1[C:5]2([CH2:10][CH2:9][CH:8]([C:11]3[CH:31]=[CH:30][C:14]([CH2:15][NH:16][C:17]([C:19]4[C:20]([CH3:29])=[N:21][C:22]5[C:27]([CH:28]=4)=[CH:26][CH:25]=[CH:24][N:23]=5)=[O:18])=[CH:13][CH:12]=3)[CH2:7][CH2:6]2)[O:4]CC1.Cl>C1COCC1.C([O-])(O)=O.[Na+]>[CH3:29][C:20]1[C:19]([C:17]([NH:16][CH2:15][C:14]2[CH:13]=[CH:12][C:11]([CH:8]3[CH2:9][CH2:10][C:5](=[O:4])[CH2:6][CH2:7]3)=[CH:31][CH:30]=2)=[O:18])=[CH:28][C:27]2[C:22](=[N:23][CH:24]=[CH:25][CH:26]=2)[N:21]=1 |f:3.4|. Procedure: N-(4-(1,4-Dioxaspiro[4.5]decan-8-yl)benzyl)-2-methyl-1,8-naphthyridine-3-carboxamide (35.9 mg, 0.086 mmol) was dissolved in THF (1 ml). Aqueous HCl (1 ml, 1M) was added and the reaction was stirred at room temp for 18 hours. Reaction was then diluted with NaHCO3 (10 ml, sat aq) and extracted with EtOAc (2*15 ml). Combined organics were dried over MgSO4 and evaporated to give 25 mg (88%) of title compound as a pale mass. Starting materials: CCCI, CN(C)C=O, COc1cccc(C2=CCCNC2)c1, Cl, [Na+], [Na+], O=C([O-])[O-], O. The product is CCCN1CCC=C(c2cccc(OC)c2)C1. As a reaction SMILES: [CH2:22]([CH2:23][CH3:24])[I:25].[CH3:27][N:28]([CH3:29])[CH:30]=[O:31].[CH3:2][O:3][c:4]1[cH:5][c:6]([C:10]2=[CH:15][CH2:14][CH2:13][NH:12][CH2:11]2)[cH:7][cH:8][cH:9]1.[ClH:1].[Na+:16].[Na+:17].[O-:18][C:19](=[O:20])[O-:21].[OH2:26]>>[CH3:2][O:3][c:4]1[cH:5][c:6]([C:10]2=[CH:15][CH2:14][CH2:13][N:12]([CH2:22][CH2:23][CH3:24])[CH2:11]2)[cH:7][cH:8][cH:9]1. Starting materials: ClC1=CC=C(C=C1)C1=CC=C(COC(C(=O)O)C2=CC=CC=C2)C=C1 (2-[4-(4-chlorophenyl)benzyloxy]-2-phenylacetic acid), S(O)(O)(=O)=O (sulphuric acid), C(C)O (ethanol), C([O-])(O)=O (bicarbonate). The product is ClC1=CC=C(C=C1)C1=CC=C(COC(C(=O)OCC)C2=CC=CC=C2)C=C1 (ethyl 2-[4-(4-chlorophenyl)benzyloxy]-2-phenylacetate). As a reaction SMILES: [Cl:1][C:2]1[CH:7]=[CH:6][C:5]([C:8]2[CH:25]=[CH:24][C:11]([CH2:12][O:13][CH:14]([C:18]3[CH:23]=[CH:22][CH:21]=[CH:20][CH:19]=3)[C:15]([OH:17])=[O:16])=[CH:10][CH:9]=2)=[CH:4][CH:3]=1.S(=O)(=O)(O)O.C(=O)(O)[O-].[CH2:35](O)[CH3:36]>>[Cl:1][C:2]1[CH:7]=[CH:6][C:5]([C:8]2[CH:25]=[CH:24][C:11]([CH2:12][O:13][CH:14]([C:18]3[CH:19]=[CH:20][CH:21]=[CH:22][CH:23]=3)[C:15]([O:17][CH2:35][CH3:36])=[O:16])=[CH:10][CH:9]=2)=[CH:4][CH:3]=1. Procedure: A solution of 2-[4-(4-chlorophenyl)benzyloxy]-2-phenylacetic acid (8.0 g.) in ethanol (200 ml.) containing concentrated sulphuric acid (1 ml.) was heated under reflux for 90 minutes, then cooled to room temperature, and carefully neutralised by addition of an excess of saturated aqueous bicarbonate solution. The mixture obtained was evaporated and the residue extracted thoroughly with ethyl acetate. The combined extracts were washed with water, dried (MgSO4) and evaporated to give ethyl 2-[4-(4-... Reactants: FC1=C(C#N)C=CC(=C1)O (2-fluoro-4-hydroxybenzonitrile), ICCCCCCCC (1-iodooctane), [F-].[K+] (potassium fluoride), ice, Cl (HCl). Solvent: CN(C=O)C (dimethylformamide). Conditions: time 16 hour. Yields the product FC1=C(C#N)C=CC(=C1)OCCCCCCCC (2-fluoro-4-n-octyloxybenzonitrile). Isolated yield 111.6%. RXN SMILES: [F:1][C:2]1[CH:9]=[C:8]([OH:10])[CH:7]=[CH:6][C:3]=1[C:4]#[N:5].I[CH2:12][CH2:13][CH2:14][CH2:15][CH2:16][CH2:17][CH2:18][CH3:19].[F-].[K+].Cl>CN(C)C=O>[F:1][C:2]1[CH:9]=[C:8]([O:10][CH2:12][CH2:13][CH2:14][CH2:15][CH2:16][CH2:17][CH2:18][CH3:19])[CH:7]=[CH:6][C:3]=1[C:4]#[N:5] |f:2.3|. Reported procedure: To dry dimethylformamide (200 mL) were added 2-fluoro-4-hydroxybenzonitrile (13.71 g, 100 mmol), 1-iodooctane (28.82 g, 120 mmol) and potassium fluoride (11.6 g, 200 mmol). This mixture was stirred at room temperature for 16 h, and then at 50° C. for 2 h and then at 90° C. for 2 h. The mixture was then poured into wet-ice (400 g) and 37% HCl (10 mL). The resulting solution was extracted with diethyl ether (3×200 mL). The ether layer was washed with water (2×200 mL) and dried over Na2SO4. After f... Reactants: O=C([O-])O, CC(=O)O, Cl, NNc1ccccc1, [Na+], O, NC1C(O)OC(CO)C(O)C1O. Product: NCC(N)C(O)C(O)C(O)CO. RXN SMILES: [C:26](=[O:27])([OH:28])[O-:29].[CH3:14][C:15](=[O:16])[OH:17].[ClH:1].[NH2:18][NH:19][c:20]1[cH:21][cH:22][cH:23][cH:24][cH:25]1.[Na+:30].[OH2:31].[OH:2][CH:3]1[CH:4]([NH2:5])[CH:6]([OH:7])[CH:8]([OH:9])[CH:10]([CH2:12][OH:13])[O:11]1>>[CH2:3]([CH:4]([NH2:5])[CH:6]([OH:7])[CH:8]([OH:9])[CH:10]([OH:11])[CH2:12][OH:13])[NH2:18].